Dataset: the Open Reaction Database (ORD), a public repository of structured organic reaction records. Task: describe an organic reaction: reactants, conditions, products, and yield The reactants are NCCC(N)=O, O=C(O)c1cccc(-c2nc(N3CCOCC3)nc3c2CCN3c2cccnc2)c1, On1nnc2ccccc21. The product is NC(=O)CCNC(=O)c1cccc(-c2nc(N3CCOCC3)nc3c2CCN3c2cccnc2)c1. Reaction SMILES: [NH2:41][CH2:42][CH2:43][C:44](=[O:45])[NH2:46].[O:1]1[CH2:2][CH2:3][N:4]([c:7]2[n:8][c:9](-[c:22]3[cH:23][c:24]([C:25](=[O:26])[OH:27])[cH:28][cH:29][cH:30]3)[c:10]3[c:11]([n:12]2)[N:13]([c:16]2[cH:17][n:18][cH:19][cH:20][cH:21]2)[CH2:14][CH2:15]3)[CH2:5][CH2:6]1.[OH:31][n:32]1[c:33]2[c:34]([cH:35][cH:36][cH:37][cH:38]2)[n:39][n:40]1>>[O:1]1[CH2:2][CH2:3][N:4]([c:7]2[n:8][c:9](-[c:22]3[cH:23][c:24]([C:25](=[O:26])[NH:41][CH2:42][CH2:43][C:44](=[O:45])[NH2:46])[cH:28][cH:29][cH:30]3)[c:10]3[c:11]([n:12]2)[N:13]([c:16]2[cH:17][n:18][cH:19][cH:20][cH:21]2)[CH2:14][CH2:15]3)[CH2:5][CH2:6]1. Reactants: C1COCCO1, Cc1ccc(-c2cnc3nc(C(F)(F)F)cnn23)cc1[N+](=O)[O-], CCO, Cl[Sn]Cl. The product is Cc1ccc(-c2cnc3nc(C(F)(F)F)cnn23)cc1N. Reaction SMILES: [CH2:30]1[O:31][CH2:32][CH2:33][O:34][CH2:35]1.[CH3:1][c:2]1[c:3]([N+:21]([O-:22])=[O:23])[cH:4][c:5](-[c:8]2[cH:9][n:10][c:11]3[n:12]2[n:13][cH:14][c:15]([C:17]([F:18])([F:19])[F:20])[n:16]3)[cH:6][cH:7]1.[CH3:27][CH2:28][OH:29].[Sn:24]([Cl:25])[Cl:26]>>[CH3:1][c:2]1[c:3]([NH2:21])[cH:4][c:5](-[c:8]2[cH:9][n:10][c:11]3[n:12]2[n:13][cH:14][c:15]([C:17]([F:18])([F:19])[F:20])[n:16]3)[cH:6][cH:7]1. The reactants are CCOC(=O)C1CCN(Cc2ccccc2)CC1, CC(C)C[Al+]CC(C)C, Cc1ccccc1, [H-]. Product: O=CC1CCN(Cc2ccccc2)CC1. As a reaction SMILES: [CH2:1]([c:2]1[cH:3][cH:4][cH:5][cH:6][cH:7]1)[N:8]1[CH2:9][CH2:10][CH:11]([C:14](=[O:15])[O:16][CH2:17][CH3:18])[CH2:12][CH2:13]1.[CH2:20]([Al+:21][CH2:22][CH:23]([CH3:24])[CH3:25])[CH:26]([CH3:27])[CH3:28].[CH3:29][c:30]1[cH:31][cH:32][cH:33][cH:34][cH:35]1.[H-:19]>>[CH2:1]([c:2]1[cH:3][cH:4][cH:5][cH:6][cH:7]1)[N:8]1[CH2:9][CH2:10][CH:11]([CH:14]=[O:15])[CH2:12][CH2:13]1. Starting materials: C1=CC=CC=2C3=CC=CC=C3NC12 (carbazole), BrCCCCCCBr (1,6-dibromohexane), [H-].[Na+] (sodium hydride). Run in C1CCOC1 (THF). The product is BrCCCCCCN1C2=CC=CC=C2C=2C=CC=CC12 (N-(6-bromohexyl)carbazole), crystal. The yield is 51.0%. Reaction SMILES: [CH:1]1[C:13]2[NH:12][C:11]3[C:6](=[CH:7][CH:8]=[CH:9][CH:10]=3)[C:5]=2[CH:4]=[CH:3][CH:2]=1.[Br:14][CH2:15][CH2:16][CH2:17][CH2:18][CH2:19][CH2:20]Br.[H-].[Na+]>C1COCC1>[Br:14][CH2:15][CH2:16][CH2:17][CH2:18][CH2:19][CH2:20][N:12]1[C:11]2[CH:10]=[CH:9][CH:8]=[CH:7][C:6]=2[C:5]2[C:13]1=[CH:1][CH:2]=[CH:3][CH:4]=2 |f:2.3|. Reported procedure: To a two-necked flask containing carbazole (4.0 g, 23.9 mmol), 1,6-dibromohexane (29.2 g, 120 mmol) in 100 mL of anhydrous THF was added 0.86 g (35.8 mmol) of sodium hydride. This mixture was refluxed under nitrogen for 2 days. The reaction mixture was cooled down to room temperature and extracted with ethyl acetate. The non-reacted 1,6-dibromohexane and carbazole were removed by vacuum distillation (100° C./16 mmHg) and column chromatography (ethyl acetate/hexane=1:30), respectively. Pure N-(6-...